Dataset: the Open Reaction Database (ORD), a public repository of structured organic reaction records. Task: describe an organic reaction: reactants, conditions, products, and yield Starting materials: [N+](=O)([O-])C1=CC=C(C=C1)O (4-Nitrophenol), BrCC#N (bromoacetonitrile), C(=O)([O-])[O-].[K+].[K+] (K2CO3). Run in CC(=O)C (acetone), O (water), CC(=O)C (acetone). Conditions: time 8 hour. Product: C(#N)COC1=CC=C(C=C1)[N+](=O)[O-] (O-cyanomethyl-4-nitrophenol). As a reaction SMILES: [N+:1]([C:4]1[CH:9]=[CH:8][C:7]([OH:10])=[CH:6][CH:5]=1)([O-:3])=[O:2].Br[CH2:12][C:13]#[N:14].C([O-])([O-])=O.[K+].[K+]>CC(C)=O.O>[C:13]([CH2:12][O:10][C:7]1[CH:8]=[CH:9][C:4]([N+:1]([O-:3])=[O:2])=[CH:5][CH:6]=1)#[N:14] |f:2.3.4|. Procedure: 4-Nitrophenol (10 g), bromoacetonitrile (6 mL) and K2CO3 (15 g) were suspended in acetone (100 mL). The yellow solution was stirred at rt overnight. The reaction mixture was diluted with water (100 mL) and acetone was removed under reduced pressure. The light-yellow precipitate was collected by filtration, washed with water and dried to give O-cyanomethyl-4-nitrophenol. Reactants: CC(C)C[Al+]CC(C)C, CNc1ccc2cc(C#N)ccc2c1, Cc1ccccc1, [Cl-], [H-], [NH4+], O=S(=O)(O)O. Yields the product CNc1ccc2cc(C=O)ccc2c1. RXN SMILES: [CH2:16]([Al+:17][CH2:18][CH:19]([CH3:20])[CH3:21])[CH:22]([CH3:23])[CH3:24].[CH3:1][NH:2][c:3]1[cH:4][c:5]2[cH:6][cH:7][c:8]([C:13]#[N:14])[cH:9][c:10]2[cH:11][cH:12]1.[CH3:32][c:33]1[cH:34][cH:35][cH:36][cH:37][cH:38]1.[Cl-:25].[H-:15].[NH4+:26].[S:27]([OH:28])(=[O:29])(=[O:30])[OH:31]>>[CH3:1][NH:2][c:3]1[cH:4][c:5]2[cH:6][cH:7][c:8]([CH:13]=[O:28])[cH:9][c:10]2[cH:11][cH:12]1. Product: ClC1=CC=C2C(=N1)N(C(=N2)C2=CC=C(C=C2)Cl)CC(=O)N(CCC)CCC (5-Chloro-2-(4-chlorophenyl)-N,N-dipropyl-3H-imidazo[4,5-b]pyridine-3-acetamide). Procedure: A suspension of 5-chloro-2-(4-chlorophenyl)-3H-imidazo[4,5-b]pyridine-3-acetic acid (3.1 g, 0.00963 mole) and 1,1'-carbonyldiimidazole (1.56 g, 0.00963 mole) in tetrahydrofuran (100 ml) was refluxed for 3.25 hours under nitrogen, cooled to room temperature, a stream of nitrogen was bubbled through the solution for 0.75 hr then a solution of dipropylamine (2.92 g, 0.0289 mole) in tetrahydrofuran (4 ml) was added. The reaction mixture was refluxed overnight under nitrogen and evaporated under redu... The reactants are ClC1=CC=C2C(=N1)N(C(=N2)C2=CC=C(C=C2)Cl)CC(=O)O (5-chloro-2-(4-chlorophenyl)-3H-imidazo[4,5-b]pyridine-3-acetic acid), C(=O)(N1C=NC=C1)N1C=NC=C1 (1,1'-carbonyldiimidazole), C(CC)NCCC (dipropylamine). The solvent is O1CCCC1 (tetrahydrofuran), O1CCCC1 (tetrahydrofuran). Reaction SMILES: [Cl:1][C:2]1[N:7]=[C:6]2[N:8]([CH2:18][C:19]([OH:21])=O)[C:9]([C:11]3[CH:16]=[CH:15][C:14]([Cl:17])=[CH:13][CH:12]=3)=[N:10][C:5]2=[CH:4][CH:3]=1.C(N1C=CN=C1)(N1C=CN=C1)=O.[CH2:34]([NH:37][CH2:38][CH2:39][CH3:40])[CH2:35][CH3:36]>O1CCCC1>[Cl:1][C:2]1[N:7]=[C:6]2[N:8]([CH2:18][C:19]([N:37]([CH2:38][CH2:39][CH3:40])[CH2:34][CH2:35][CH3:36])=[O:21])[C:9]([C:11]3[CH:12]=[CH:13][C:14]([Cl:17])=[CH:15][CH:16]=3)=[N:10][C:5]2=[CH:4][CH:3]=1. Yield: 94.8%. The reactants are ClC1=C(C=CC=C1)C(C)OC(NC=1C(=NOC1C1=CC=C(C=C1)Br)C)=O ([5-(4-bromo-phenyl)-3-methyl-isoxazol-4-yl]-carbamic acid 1-(2-chloro-phenyl)-ethyl ester), C(C)OC(CC1=CC(=C(C=C1)OC)B1OC(C(O1)(C)C)(C)C)=O ([4-methoxy-3-(4,4,5,5-tetramethyl-[1,3,2]dioxaborolan-2-yl)-phenyl]-acetic acid ethyl ester), O (water), C([O-])([O-])=O.[K+].[K+] (potassium carbonate). Reagents/catalysts: C=1C=CC(=CC1)[P](C=2C=CC=CC2)(C=3C=CC=CC3)[Pd]([P](C=4C=CC=CC4)(C=5C=CC=CC5)C=6C=CC=CC6)([P](C=7C=CC=CC7)(C=8C=CC=CC8)C=9C=CC=CC9)[P](C=1C=CC=CC1)(C=1C=CC=CC1)C=1C=CC=CC1 (tetrakis(triphenylphosphine)palladium(0)). Run in COCCOC (DME), CCOC(=O)C (EtOAc). Run at temperature 100 celsius. Yields the product C(C)OC(CC=1C=C(C(=CC1)OC)C1=CC=C(C=C1)C1=C(C(=NO1)C)NC(=O)OC(C)C1=C(C=CC=C1)Cl)=O ((4′-{4-[1-(2-chloro-phenyl)-ethoxycarbonylamino]-3-methyl-isoxazol-5-yl}-6-methoxy-biphenyl-3-yl)-acetic acid ethyl ester). Reaction SMILES: [Cl:1][C:2]1[CH:7]=[CH:6][CH:5]=[CH:4][C:3]=1[CH:8]([O:10][C:11](=[O:26])[NH:12][C:13]1[C:14]([CH3:25])=[N:15][O:16][C:17]=1[C:18]1[CH:23]=[CH:22][C:21](Br)=[CH:20][CH:19]=1)[CH3:9].[CH2:27]([O:29][C:30](=[O:49])[CH2:31][C:32]1[CH:37]=[CH:36][C:35]([O:38][CH3:39])=[C:34](B2OC(C)(C)C(C)(C)O2)[CH:33]=1)[CH3:28].C(=O)([O-])[O-].[K+].[K+].O>COCCOC.CCOC(C)=O.C1C=CC([P]([Pd]([P](C2C=CC=CC=2)(C2C=CC=CC=2)C2C=CC=CC=2)([P](C2C=CC=CC=2)(C2C=CC=CC=2)C2C=CC=CC=2)[P](C2C=CC=CC=2)(C2C=CC=CC=2)C2C=CC=CC=2)(C2C=CC=CC=2)C2C=CC=CC=2)=CC=1>[CH2:27]([O:29][C:30](=[O:49])[CH2:31][C:32]1[CH:33]=[C:34]([C:21]2[CH:22]=[CH:23][C:18]([C:17]3[O:16][N:15]=[C:14]([CH3:25])[C:13]=3[NH:12][C:11]([O:10][CH:8]([C:3]3[CH:4]=[CH:5][CH:6]=[CH:7][C:2]=3[Cl:1])[CH3:9])=[O:26])=[CH:19][CH:20]=2)[C:35]([O:38][CH3:39])=[CH:36][CH:37]=1)[CH3:28] |f:2.3.4,^1:72,74,93,112|. Procedure: To [5-(4-bromo-phenyl)-3-methyl-isoxazol-4-yl]-carbamic acid 1-(2-chloro-phenyl)-ethyl ester (0.100 g, 0.23 mmol) in DME (5 mL) was added [4-methoxy-3-(4,4,5,5-tetramethyl-[1,3,2]dioxaborolan-2-yl)-phenyl]-acetic acid ethyl ester (0.074 g, 0.23 mmol), followed by potassium carbonate (0.079 g, 0.58 mmol) and water (3 mL). The solution was purged with N2 for 10 minutes, and then tetrakis(triphenylphosphine)palladium(0) (0.027 g, 0.02 mmol) was added. The reaction was stirred at 100° C. until no st... The reactants are Br, CC(=O)O, CC(=O)O, CC(=O)O, COc1ncccc1CNc1ccc(-c2nn(C3CCC(N4CCN(C)CC4)CC3)c3ncnc(N)c23)cc1. Product: CC(=O)O, CC(=O)O, CN1CCN(C2CCC(n3nc(-c4ccc(NCc5ccc[nH]c5=O)cc4)c4c(N)ncnc43)CC2)CC1. As a reaction SMILES: [BrH:48].[C:1]([CH3:2])(=[O:3])[OH:4].[C:5]([CH3:6])(=[O:7])[OH:8].[CH3:49][C:50](=[O:51])[OH:52].[CH3:9][O:10][c:11]1[n:12][cH:13][cH:14][cH:15][c:16]1[CH2:17][NH:18][c:19]1[cH:20][cH:21][c:22](-[c:25]2[n:26][n:27]([CH:35]3[CH2:36][CH2:37][CH:38]([N:41]4[CH2:42][CH2:43][N:44]([CH3:47])[CH2:45][CH2:46]4)[CH2:39][CH2:40]3)[c:28]3[n:29][cH:30][n:31][c:32]([NH2:34])[c:33]23)[cH:23][cH:24]1>>[C:1]([CH3:2])(=[O:3])[OH:4].[C:5]([CH3:6])(=[O:7])[OH:8].[O:10]=[c:11]1[nH:12][cH:13][cH:14][cH:15][c:16]1[CH2:17][NH:18][c:19]1[cH:20][cH:21][c:22](-[c:25]2[n:26][n:27]([CH:35]3[CH2:36][CH2:37][CH:38]([N:41]4[CH2:42][CH2:43][N:44]([CH3:47])[CH2:45][CH2:46]4)[CH2:39][CH2:40]3)[c:28]3[n:29][cH:30][n:31][c:32]([NH2:34])[c:33]23)[cH:23][cH:24]1. Starting materials: [Al+3], CC(C)(C)c1cc(NC(=O)Nc2ccc(Oc3ccncc3)cc2)n(-c2ccc(C#N)cc2)n1, C1CCOC1, [H-], [H-], [H-], [H-], [Li+]. The product is CC(C)(C)c1cc(NC(=O)Nc2ccc(Oc3ccncc3)cc2)n(-c2ccc(CN)cc2)n1. RXN SMILES: [Al+3:36].[C:1]([CH3:2])([CH3:3])([CH3:4])[c:5]1[cH:6][c:7]([NH:18][C:19](=[O:20])[NH:21][c:22]2[cH:23][cH:24][c:25]([O:28][c:29]3[cH:30][cH:31][n:32][cH:33][cH:34]3)[cH:26][cH:27]2)[n:8](-[c:10]2[cH:11][cH:12][c:13]([C:16]#[N:17])[cH:14][cH:15]2)[n:9]1.[CH2:41]1[O:42][CH2:43][CH2:44][CH2:45]1.[H-:35].[H-:38].[H-:39].[H-:40].[Li+:37]>>[C:1]([CH3:2])([CH3:3])([CH3:4])[c:5]1[cH:6][c:7]([NH:18][C:19](=[O:20])[NH:21][c:22]2[cH:23][cH:24][c:25]([O:28][c:29]3[cH:30][cH:31][n:32][cH:33][cH:34]3)[cH:26][cH:27]2)[n:8](-[c:10]2[cH:11][cH:12][c:13]([CH2:16][NH2:17])[cH:14][cH:15]2)[n:9]1. Reactants: COC(=O)C1=Cc2cc(Br)ccc2N(Cc2cccc(OC)c2)CC1, CO, Cl, [Na+], C1CCOC1, [OH-], O. The product is COc1cccc(CN2CCC(C(=O)O)=Cc3cc(Br)ccc32)c1. As a reaction SMILES: [Br:1][c:2]1[cH:3][cH:4][c:5]2[c:6]([cH:25]1)[CH:7]=[C:8]([C:21](=[O:22])[O:23][CH3:24])[CH2:9][CH2:10][N:11]2[CH2:12][c:13]1[cH:14][c:15]([O:19][CH3:20])[cH:16][cH:17][cH:18]1.[CH3:35][OH:36].[ClH:29].[Na+:27].[O:30]1[CH2:31][CH2:32][CH2:33][CH2:34]1.[OH-:26].[OH2:28]>>[Br:1][c:2]1[cH:3][cH:4][c:5]2[c:6]([cH:25]1)[CH:7]=[C:8]([C:21](=[O:22])[OH:23])[CH2:9][CH2:10][N:11]2[CH2:12][c:13]1[cH:14][c:15]([O:19][CH3:20])[cH:16][cH:17][cH:18]1.